This data is from the Open Reaction Database (ORD), a public repository of structured organic reaction records. The task is: describe an organic reaction: reactants, conditions, products, and yield Reactants: Intermediate 17, C12(CC3CC(CC(C1)C3)C2)CCOC2=CC=C(C=C2)CCNC(OC(C)(C)C)=O (tert-butyl (2-{4-[2-(1-adamantyl)ethoxy]phenyl}ethyl)-carbamate). Solvent: Cl (hydrogen chloride), CO (methanol). The product is C12(CC3CC(CC(C1)C3)C2)CCOC2=CC=C(C=C2)CCN ((2-{4-[2-(1-adamantyl)ethoxy]phenyl}ethyl)amine), salt. The yield is 98.0%. As a reaction SMILES: [C:1]12([CH2:11][CH2:12][O:13][C:14]3[CH:19]=[CH:18][C:17]([CH2:20][CH2:21][NH:22]C(=O)OC(C)(C)C)=[CH:16][CH:15]=3)[CH2:10][CH:5]3[CH2:6][CH:7]([CH2:9][CH:3]([CH2:4]3)[CH2:2]1)[CH2:8]2>Cl.CO>[C:1]12([CH2:11][CH2:12][O:13][C:14]3[CH:19]=[CH:18][C:17]([CH2:20][CH2:21][NH2:22])=[CH:16][CH:15]=3)[CH2:10][CH:5]3[CH2:6][CH:7]([CH2:9][CH:3]([CH2:4]3)[CH2:2]1)[CH2:8]2. Procedure details: Obtained from Intermediate 21 (0.167 g, 1.42 mmol) in hydrogen chloride 1.25M in methanol by the same procedure described in Intermediate 17. The solvent was removed to give the title compound as a white solid salt (0.127 g, 98%), which was used in the next step without further purification. MS (M+): 300. Reactants: NC(=O)c1cc(Br)cc(C=O)c1, CC#N, O, Cl[Pd]Cl. Product: N#Cc1cc(Br)cc(C=O)c1. As a reaction SMILES: [Br:1][c:2]1[cH:3][c:4]([C:5](=[O:6])[NH2:7])[cH:8][c:9]([CH:11]=[O:12])[cH:10]1.[CH3:14][C:15]#[N:16].[OH2:13].[Pd:17]([Cl:18])[Cl:19]>>[Br:1][c:2]1[cH:3][c:4]([C:5]#[N:7])[cH:8][c:9]([CH:11]=[O:12])[cH:10]1. Reactants: CC1(OB(OC1(C)C)C1=CC=C(N)C=C1)C (4-(4,4,5,5-tetramethyl-1,3,2-dioxaborolan-2-yl)aniline), BrC1=NC=CC=C1 (2-bromopyridine), C(=O)([O-])[O-].[Cs+].[Cs+] (Cs2CO3). Reagents/catalysts: C=1C=CC(=CC1)[P](C=2C=CC=CC2)(C=3C=CC=CC3)[Pd]([P](C=4C=CC=CC4)(C=5C=CC=CC5)C=6C=CC=CC6)([P](C=7C=CC=CC7)(C=8C=CC=CC8)C=9C=CC=CC9)[P](C=1C=CC=CC1)(C=1C=CC=CC1)C=1C=CC=CC1 (Pd(Ph3P)4). The solvent is C1(=CC=CC=C1)C (toluene), C(CCC)O (n-butanol), O (H2O). Yields the product N1=C(C=CC=C1)C1=CC=C(C=C1)N (4-(2-pyridinyl)phenylamine). Isolated yield 78.7%. Reaction SMILES: CC1(C)C(C)(C)OB([C:9]2[CH:15]=[CH:14][C:12]([NH2:13])=[CH:11][CH:10]=2)O1.Br[C:18]1[CH:23]=[CH:22][CH:21]=[CH:20][N:19]=1.C([O-])([O-])=O.[Cs+].[Cs+]>C1(C)C=CC=CC=1.C(O)CCC.O.C1C=CC([P]([Pd]([P](C2C=CC=CC=2)(C2C=CC=CC=2)C2C=CC=CC=2)([P](C2C=CC=CC=2)(C2C=CC=CC=2)C2C=CC=CC=2)[P](C2C=CC=CC=2)(C2C=CC=CC=2)C2C=CC=CC=2)(C2C=CC=CC=2)C2C=CC=CC=2)=CC=1>[N:19]1[CH:20]=[CH:21][CH:22]=[CH:23][C:18]=1[C:9]1[CH:10]=[CH:11][C:12]([NH2:13])=[CH:14][CH:15]=1 |f:2.3.4,^1:46,48,67,86|. Procedure: To a solution of 4-(4,4,5,5-tetramethyl-1,3,2-dioxaborolan-2-yl)aniline (2.66 g, 12.1 mmol) in toluene (20 mL) and n-butanol (7 mL), a solution of 2-bromopyridine (0.991 g, 6.27 mmol) and Cs2CO3 (6.10 g, 18.7 mmol) in H2O (20 mL) was added. The mixture was degassed three times with Ar/vacuum cycle before being charged with Pd(Ph3P)4 (540 mg, 0.46 mmol, 7% mol). It was then heated at reflux under Ar overnight. The reaction mixture was allowed to cool at room temperature, and then in an ice-bath. ... Reactants: C([O-])(O)=O.[Na+] (sodium bicarbonate), FC1=C2C(CC(C(C2=CC=C1OC)NC1=C2CNC(C2=CC=C1)=O)(C(F)(F)F)O)(C)C ((rac.) 4-{[5-fluoro-2-hydroxy-6-methoxy-4,4-dimethyl-2-(trifluoromethyl)-1,2,3,4-tetrahydronaphthalen-1-yl]amino}-2,3-dihydroisoindol-1-one), solution, B(Br)(Br)Br (BBr3). Run in ClCCl (dichloromethane). Reaction conditions: time 4 hour. Yields the product FC1=C2C(CC(C(C2=CC=C1O)NC1=C2CNC(C2=CC=C1)=O)(C(F)(F)F)O)(C)C (4-{[5-Fluoro-2,6-dihydroxy-4,4-dimethyl-2-(trifluoromethyl)-1,2,3,4-tetrahydronaphthalen-1-yl]amino}-2,3-dihydroisoindol-1-one). Yield: 14.7%. Reaction SMILES: [F:1][C:2]1[C:11]([O:12]C)=[CH:10][CH:9]=[C:8]2[C:3]=1[C:4]([CH3:31])([CH3:30])[CH2:5][C:6]([OH:29])([C:25]([F:28])([F:27])[F:26])[CH:7]2[NH:14][C:15]1[CH:23]=[CH:22][CH:21]=[C:20]2[C:16]=1[CH2:17][NH:18][C:19]2=[O:24].B(Br)(Br)Br.C(=O)(O)[O-].[Na+]>ClCCl>[F:1][C:2]1[C:11]([OH:12])=[CH:10][CH:9]=[C:8]2[C:3]=1[C:4]([CH3:31])([CH3:30])[CH2:5][C:6]([OH:29])([C:25]([F:27])([F:28])[F:26])[CH:7]2[NH:14][C:15]1[CH:23]=[CH:22][CH:21]=[C:20]2[C:16]=1[CH2:17][NH:18][C:19]2=[O:24] |f:2.3|. Procedure details: 109.8 mg (0.250 mmol) of (rac.) 4-{[5-fluoro-2-hydroxy-6-methoxy-4,4-dimethyl-2-(trifluoromethyl)-1,2,3,4-tetrahydronaphthalen-1-yl]amino}-2,3-dihydroisoindol-1-one is mixed with 3.4 ml of a 1 M solution of BBr3 in dichloromethane and stirred for four hours at room temperature. The batch is mixed at 0° C. with saturated sodium bicarbonate solution and extracted twice with ethyl cetate. The combined organic extracts are dried on sodium sulfate. After the desiccant is filtered off, and after the s... Reactants: paratoluenesulfonic acid, C1(CCCCCCC1)=O (cyclooctanone), C(OC)(OC)OC (trimetyl orthoformate), resultant mixture. The product is COC1=CCCCCCC1 (1-methoxycyclooctene). Yield: 75.2%. RXN SMILES: [C:1]1(=[O:9])[CH2:8][CH2:7][CH2:6][CH2:5][CH2:4][CH2:3][CH2:2]1.[CH:10](OC)(OC)OC>>[CH3:10][O:9][C:1]1[CH2:8][CH2:7][CH2:6][CH2:5][CH2:4][CH2:3][CH:2]=1. Reported procedure: In the presence of 0.2 g of paratoluenesulfonic acid, 16.5 g (0.13 mol) of cyclooctanone and 16.5 g (0.15 mol) of trimetyl orthoformate were stirred at room temperature for four hours. The resultant mixture was heated at 100° C. for 14 hours. The vacuum distillation of the mixture gave 13.7 g (75% yield) of 1-methoxycyclooctene having a boiling point of 83° to 88° C./27 mmHg. Reactants: Cn1ccc2c(Br)ccc([N+](=O)[O-])c2c1=O, CCOC(C)=O, CCO, ClCCl, Cl, [Fe]. Yields the product Cn1ccc2c(Br)ccc(N)c2c1=O. As a reaction SMILES: [Br:1][c:2]1[c:3]2[cH:4][cH:5][n:6]([CH3:16])[c:7](=[O:15])[c:8]2[c:9]([N+:12]([O-:13])=[O:14])[cH:10][cH:11]1.[CH3:18][CH2:19][O:20][C:21]([CH3:22])=[O:23].[CH3:27][CH2:28][OH:29].[Cl:24][CH2:25][Cl:26].[ClH:17].[Fe:30]>>[Br:1][c:2]1[c:3]2[cH:4][cH:5][n:6]([CH3:16])[c:7](=[O:15])[c:8]2[c:9]([NH2:12])[cH:10][cH:11]1. The reactants are B(Br)(Br)Br (BBr3), CCCCCCC (heptane), COC1=CC=C(C=C1)CCN[C@@H]1CC[C@H](CC1)O ((±)-(trans)-4-[2-(4-methoxyphenyl)ethylamino]cyclohexanol). Solvent: C(Cl)Cl (CH2Cl2). Reaction conditions: temperature 0 celsius, time 30 minute. The product is O[C@@H]1CC[C@H](CC1)NCCC1=CC=C(C=C1)O ((±)-(trans)-4-[2-(4-hydroxycyclohexylamino)ethyl]phenol). The yield is 84.4%. As a reaction SMILES: B(Br)(Br)Br.CCCCCCC.C[O:13][C:14]1[CH:19]=[CH:18][C:17]([CH2:20][CH2:21][NH:22][C@H:23]2[CH2:28][CH2:27][C@H:26]([OH:29])[CH2:25][CH2:24]2)=[CH:16][CH:15]=1>C(Cl)Cl>[OH:29][C@H:26]1[CH2:27][CH2:28][C@H:23]([NH:22][CH2:21][CH2:20][C:17]2[CH:16]=[CH:15][C:14]([OH:13])=[CH:19][CH:18]=2)[CH2:24][CH2:25]1. Procedure: Add dropwise 1.0 M BBr3 in heptane (1.35 mL, 1.35 mmol) to a suspension of (±)-(trans)-4-[2-(4-methoxyphenyl)ethylamino]cyclohexanol (Part A, 153.2 mg, 0.61 mmol) in anhydrous CH2C12 (5.0 mL) at 0° C. Add another 1.0 mL of CH2Cl2 when the compound precipitates out. Stir the mixture at 0° C. for 30 minutes and at room temperature for 2 hours. Quench the reaction with 5 drops of H2O and concentrate. Purify the residue on an SCX column, washing with MeOH and then eluting with 2.0 M NH3 in MeOH to y... The reactants are IC (Iodomethane), [H-].[Na+] (sodium hydride), oil, C1(=CC=CC=C1)NCC1=CC=CC=C1 (N-phenyl-N-benzylamine). Solvent: CN(C=O)C (N,N-dimethylformamide). Reaction conditions: time 45 minute. The product is C(C1=CC=CC=C1)N(C1=CC=CC=C1)C (N-benzyl-N-methyl-N-phenylamine). Isolated yield 39.5%. RXN SMILES: [H-].[Na+].[C:3]1([NH:9][CH2:10][C:11]2[CH:16]=[CH:15][CH:14]=[CH:13][CH:12]=2)[CH:8]=[CH:7][CH:6]=[CH:5][CH:4]=1.I[CH3:18]>CN(C)C=O>[CH2:10]([N:9]([CH3:18])[C:3]1[CH:4]=[CH:5][CH:6]=[CH:7][CH:8]=1)[C:11]1[CH:12]=[CH:13][CH:14]=[CH:15][CH:16]=1 |f:0.1|. Procedure: 60% dispersion of sodium hydride in mineral oil (2.37 g, 0.0592 mol) was added to a solution of N-phenyl-N-benzylamine (10.33 g, 0.0564 mol) in anhydrous N,N-dimethylformamide (200 mL) at 0° C. The reaction mixture was warmed up to ambient temperature and stirred for 45 min. Iodomethane (7.99 g, 0.0564 mol) was added dropwise and the stirring at ambient temperature was continued under an atmosphere of nitrogen for 20 hours. The solvent was removed under reduced pressure and the residue partition...